This data is from the Open Reaction Database (ORD), a public repository of structured organic reaction records. The task is: describe an organic reaction: reactants, conditions, products, and yield The reactants are CCCCOCCOc1ccc(-c2ccc3c(c2)C=C(C(=O)Nc2ccc(SCc4cncn4C(C)C)cc2)CCN3CC(C)C)cc1, CSC, ClCCl, O, O=C(OO)c1cccc(Cl)c1. Yields the product CCCCOCCOc1ccc(-c2ccc3c(c2)C=C(C(=O)Nc2ccc(S(=O)Cc4cncn4C(C)C)cc2)CCN3CC(C)C)cc1. RXN SMILES: [CH2:1]([CH2:2][CH2:3][CH3:4])[O:5][CH2:6][CH2:7][O:8][c:9]1[cH:10][cH:11][c:12](-[c:15]2[cH:16][cH:17][c:18]3[c:19]([cH:48]2)[CH:20]=[C:21]([C:29](=[O:30])[NH:31][c:32]2[cH:33][cH:34][c:35]([S:38][CH2:39][c:40]4[cH:41][n:42][cH:43][n:44]4[CH:45]([CH3:46])[CH3:47])[cH:36][cH:37]2)[CH2:22][CH2:23][N:24]3[CH2:25][CH:26]([CH3:27])[CH3:28])[cH:13][cH:14]1.[CH3:60][S:61][CH3:62].[Cl:64][CH2:65][Cl:66].[OH2:63].[OH:49][O:50][C:51]([c:52]1[cH:53][c:54]([Cl:55])[cH:56][cH:57][cH:58]1)=[O:59]>>[CH2:1]([CH2:2][CH2:3][CH3:4])[O:5][CH2:6][CH2:7][O:8][c:9]1[cH:10][cH:11][c:12](-[c:15]2[cH:16][cH:17][c:18]3[c:19]([cH:48]2)[CH:20]=[C:21]([C:29](=[O:30])[NH:31][c:32]2[cH:33][cH:34][c:35]([S:38]([CH2:39][c:40]4[cH:41][n:42][cH:43][n:44]4[CH:45]([CH3:46])[CH3:47])=[O:49])[cH:36][cH:37]2)[CH2:22][CH2:23][N:24]3[CH2:25][CH:26]([CH3:27])[CH3:28])[cH:13][cH:14]1.